The task is: describe an organic reaction: reactants, conditions, products, and yield. This data is from the Open Reaction Database (ORD), a public repository of structured organic reaction records. Starting materials: O=C1C=CN(C(=O)CCCBr)C(c2cc(F)c(F)c(F)c2)C1, C1CCOC1, CCOC(C)=O, COc1cc(C=C2CCC3CC(O)CC(c4cc(F)c(F)c(F)c4)N3C2=O)ccc1-n1cnc(C)c1, [H-], CI, [Na+], O. The product is COc1cc(C=C2CCC3CC(OC)CC(c4cc(F)c(F)c(F)c4)N3C2=O)ccc1-n1cnc(C)c1. RXN SMILES: [Br:41][CH2:42][CH2:43][CH2:44][C:45]([N:46]1[CH:47]=[CH:48][C:49](=[O:50])[CH2:51][CH:52]1[c:53]1[cH:54][c:55]([F:56])[c:57]([F:58])[c:59]([F:60])[cH:61]1)=[O:62].[CH2:63]1[O:64][CH2:65][CH2:66][CH2:67]1.[CH3:68][CH2:69][O:70][C:71](=[O:72])[CH3:73].[F:5][c:6]1[cH:7][c:8]([CH:14]2[N:15]3[C:16](=[O:40])[C:17](=[CH:25][c:26]4[cH:27][c:28]([O:38][CH3:39])[c:29](-[n:32]5[cH:33][n:34][c:35]([CH3:37])[cH:36]5)[cH:30][cH:31]4)[CH2:18][CH2:19][CH:20]3[CH2:21][CH:22]([OH:24])[CH2:23]2)[cH:9][c:10]([F:13])[c:11]1[F:12].[H-:1].[I:3][CH3:4].[Na+:2].[OH2:74]>>[F:5][c:6]1[cH:7][c:8]([CH:14]2[N:15]3[C:16](=[O:40])[C:17](=[CH:25][c:26]4[cH:27][c:28]([O:38][CH3:39])[c:29](-[n:32]5[cH:33][n:34][c:35]([CH3:37])[cH:36]5)[cH:30][cH:31]4)[CH2:18][CH2:19][CH:20]3[CH2:21][CH:22]([O:24][CH3:42])[CH2:23]2)[cH:9][c:10]([F:13])[c:11]1[F:12]. The reactants are COC=1C=C2N=CC(NC2=CC1OC)=O (6,7-Dimethoxyquinoxalin-2(1H)-one), CS(=O)(=O)OCCN1CCC(CC1)NC(=O)OC(C)(C)C (2-{4-[(tert-butoxycarbonyl)amino]piperidin-1-yl}ethyl methanesulfonate), CS(=O)(=O)OCCN1CCC(CC1)NC(=O)OC(C)(C)C (2-{4-[(tert-butoxycarbonyl)amino]piperidin-1-yl}ethyl methanesulfonate), COC=1C=C2N=CC(NC2=CC1OC)=O (6,7-Dimethoxyquinoxalin-2(1H)-one), [H-].[Na+] (sodium hydride), COC1=CC=C2C=CC(N(C2=C1)CCN1CCC(CC1)NC(OC(C)(C)C)=O)=O (tert-butyl {1-[2-(7-methoxy-2-oxoquinolin-1(2H)-yl)ethyl]piperidin-4-yl}carbamate). Solvent: hexanes, CC(=O)C (acetone). Yields the product COC=1C=C2N=CC(N(C2=CC1OC)CCN1CCC(CC1)NC(OC(C)(C)C)=O)=O (tert-Butyl {1-[2-(6,7-dimethoxy-2-oxoquinoxalin-1(2H)-yl)ethyl]piperidin-4-yl}carbamate). The yield is 27.6%. Reaction SMILES: [CH3:1][O:2][C:3]1[CH:4]=[C:5]2[C:10](=[CH:11][C:12]=1[O:13][CH3:14])[NH:9][C:8](=[O:15])[CH:7]=[N:6]2.[H-].[Na+].CS(O[CH2:23][CH2:24][N:25]1[CH2:30][CH2:29][CH:28]([NH:31][C:32]([O:34][C:35]([CH3:38])([CH3:37])[CH3:36])=[O:33])[CH2:27][CH2:26]1)(=O)=O.COC1C=C2C(C=CC(=O)N2CCN2CCC(NC(=O)OC(C)(C)C)CC2)=CC=1>CC(C)=O>[CH3:1][O:2][C:3]1[CH:4]=[C:5]2[C:10](=[CH:11][C:12]=1[O:13][CH3:14])[N:9]([CH2:23][CH2:24][N:25]1[CH2:30][CH2:29][CH:28]([NH:31][C:32](=[O:33])[O:34][C:35]([CH3:38])([CH3:37])[CH3:36])[CH2:27][CH2:26]1)[C:8](=[O:15])[CH:7]=[N:6]2 |f:1.2|. Procedure details: 6,7-Dimethoxyquinoxalin-2(1H)-one (Intermediate 158, 540 mg, 2.60 mmol) was deprotonated with sodium hydride (60% in oil, 2.90 mmol) and alkylated with 2-{4-[(tert-butoxycarbonyl)amino]piperidin-1-yl}ethyl methanesulfonate (Intermediate 6) (3.9 mmol) as described for Intermediate 2. Chromatography on silica gel with 20-50% acetone in hexanes gave 310 mg (28%) of the product as an off-white solid. Reactants: FC([Si](C)(C)C)(F)F (trifluorotrimethylsilylmethane), Cl (hydrochloric acid), O1C(CCC2=C1C=CC=C2)CC=O (3,4-dihydro-2H-1-benzopyran-2-acetaldehyde), solution. Reagents/catalysts: [F-].C(CCC)[N+](CCCC)(CCCC)CCCC (tetrabutylammonium fluoride). The solvent is O1CCCC1 (tetrahydrofuran), O1CCCC1 (tetrahydrofuran). Run at time 2 hour. Yields the product OC(CC1OC2=C(CC1)C=CC=C2)C(F)(F)F (2-(2-Hydroxy-3,3,3-trifluoropropyl)-3,4-dihydro-2H-1-benzopyran). Isolated yield 81.2%. RXN SMILES: [O:1]1[C:6]2[CH:7]=[CH:8][CH:9]=[CH:10][C:5]=2[CH2:4][CH2:3][CH:2]1[CH2:11][CH:12]=[O:13].[F:14][C:15]([F:21])([F:20])[Si](C)(C)C.Cl>O1CCCC1.[F-].C([N+](CCCC)(CCCC)CCCC)CCC>[OH:13][CH:12]([C:15]([F:21])([F:20])[F:14])[CH2:11][CH:2]1[CH2:3][CH2:4][C:5]2[CH:10]=[CH:9][CH:8]=[CH:7][C:6]=2[O:1]1 |f:4.5|. Reported procedure: To a solution of 7.6 g (43 mmol) of 3,4-dihydro-2H-1-benzopyran-2-acetaldehyde in 110 ml of tetrahydrofuran are added dropwise, at -10° C., 7.1 ml (52 mmol) of trifluorotrimethylsilylmethane and a solution of 90 mg (2 mg/mmol) of tetrabutylammonium fluoride in 5 ml of tetrahydrofuran. The mixture is allowed to react for 2 hours at 0° C., then it is hydrolyzed for 2 hours using a 1M solution of hydrochloric acid and the product is extracted with diethyl ether. The organic phase is then washed wit... Starting materials: tripeptide, formula III, C(C1=CC=CC=C1)OC(=O)N1[C@H](C(=O)N[C@@H](CC2=CNC=N2)C(=O)N[C@@H](CC(C)C)C(=O)OC(C)(C)C)CCC1 (Benzyloxycarbonyl-prolyl-histidyl-leucine, tert-Butyl Ester). The reagents and catalysts are [Pd] (palladium on carbon). Solvent: C(C)(=O)O (acetic acid). Yields the product N1[C@H](C(=O)N[C@@H](CC2=CNC=N2)C(=O)N[C@@H](CC(C)C)C(=O)OC(C)(C)C)CCC1 (H-Pro-His-Leu-OBut). The yield is 116.4%. RXN SMILES: C(OC([N:11]1[CH2:40][CH2:39][CH2:38][C@H:12]1[C:13]([NH:15][C@H:16]([C:23]([NH:25][C@H:26]([C:31]([O:33][C:34]([CH3:37])([CH3:36])[CH3:35])=[O:32])[CH2:27][CH:28]([CH3:30])[CH3:29])=[O:24])[CH2:17][C:18]1[N:22]=[CH:21][NH:20][CH:19]=1)=[O:14])=O)C1C=CC=CC=1>[Pd].C(O)(=O)C>[NH:11]1[CH2:40][CH2:39][CH2:38][C@H:12]1[C:13]([NH:15][C@H:16]([C:23]([NH:25][C@H:26]([C:31]([O:33][C:34]([CH3:36])([CH3:35])[CH3:37])=[O:32])[CH2:27][CH:28]([CH3:30])[CH3:29])=[O:24])[CH2:17][C:18]1[N:22]=[CH:21][NH:20][CH:19]=1)=[O:14]. Procedure: A mixture of the protected tripeptide of formula III, Z-Pro-His-Leu-OBut (5.9 g, 10.6 mmol, described in Example 2), and 5% palladium on carbon (600 mg) in glacial acetic acid is subjected to hydrogenation. The mixture is filtered and the filtrate evaporated under reduced pressure to give 5.2 g of H-Pro-His-Leu-OBut in the form of its acetate salt. This product is suspended in toluene and the toluene then is removed by distillation so the excess acetic acid is removed azeotropically. Starting materials: BrC1=CC=C(N)C=C1 (4-bromoaniline), C1(=CC=CC=C1)C1C(=O)OC(C1)=O (phenylsuccinic anhydride). Solvent: C1=CC=CC=C1 (benzene). Product: BrC1=CC=C(C=C1)N1C(C(CC1=O)C1=CC=CC=C1)=O (1-(4-bromophenyl)-3-phenyl-2,5-pyrrolidinedione). Yield: 83.0%. As a reaction SMILES: [Br:1][C:2]1[CH:8]=[CH:7][C:5]([NH2:6])=[CH:4][CH:3]=1.[C:9]1([CH:15]2[CH2:20][C:19](=O)[O:18][C:16]2=[O:17])[CH:14]=[CH:13][CH:12]=[CH:11][CH:10]=1>C1C=CC=CC=1>[Br:1][C:2]1[CH:8]=[CH:7][C:5]([N:6]2[C:19](=[O:18])[CH2:20][CH:15]([C:9]3[CH:14]=[CH:13][CH:12]=[CH:11][CH:10]=3)[C:16]2=[O:17])=[CH:4][CH:3]=1. Reported procedure: A solution of 4-bromoaniline (5.48 g, 0.0318 mol) and phenylsuccinic anhydride (5.89 g, 0.0334 mol) in anhydrous benzene (80 mL) was heated at reflux for one and a half hours. The mixture was cooled to ambient temperature and concentrated under reduced pressure. To the residue, acetyl chloride (60 mL) was added and the solution was heated at reflux for one and a half hours. The reaction mixture was cooled to ambient temperature and the precipitate collected by filtration, washed with diethyl eth... Starting materials: ClC1=C2C(NC(=N1)C)=CC(=N2)C2=CC=CC=C2 (4-chloro-2-methyl-6-phenylpyrrolo[3,2-d]pyrimidine), NC1=CC=CC=C1 (aniline). The solvent is CCO (EtOH). Product: Cl.CC=1NC=2C(=C(N1)NC1=CC=CC=C1)N=C(C2)C2=CC=CC=C2 ((2-Methyl-6-phenylpyrrolo[2,3-e]pyrimidin-4-yl) phenylamine Hydrochloride). Yield: 82.6%. As a reaction SMILES: [Cl:1][C:2]1[N:7]=[C:6]([CH3:8])[NH:5][C:4]2=[CH:9][C:10]([C:12]3[CH:17]=[CH:16][CH:15]=[CH:14][CH:13]=3)=[N:11][C:3]=12.[NH2:18][C:19]1[CH:24]=[CH:23][CH:22]=[CH:21][CH:20]=1>CCO>[ClH:1].[CH3:8][C:6]1[NH:5][C:4]2[C:3]([N:11]=[C:10]([C:12]3[CH:17]=[CH:16][CH:15]=[CH:14][CH:13]=3)[CH:9]=2)=[C:2]([NH:18][C:19]2[CH:24]=[CH:23][CH:22]=[CH:21][CH:20]=2)[N:7]=1 |f:3.4|. Procedure: To a 5-mL, wheaton vial were added 4-chloro-2-methyl-6-phenylpyrrolo[3,2-d]pyrimidine (Example 1(e)) (100 mg, 0.41 mmol) and aniline (Aldrich Chemical Company) (0.37 mL, 4.1 mmol), followed by EtOH (1.5 mL). The reaction was heated at reflux for 4 h. The reaction mixture was allowed to cool to room temperature and the precipitate was collected by filtration, washed with hexanes, dried in a vacuum oven overnight to give 114 mg of a brown solid. The material was recrystallized from EtOH to give 57... Starting materials: Cl (hydrochloric acid), stannous chloride dihydrate, CN(C1=C(C=NC=C1)[N+](=O)[O-])N1C(=CC=C1)C=O (1-[N-methyl-N-(3-nitro-4-pyridinyl)amino]pyrrole-2-carboxaldehyde), [OH-].[Na+] (sodium hydroxide), CN(C1=C(C=NC=C1)[N+](=O)[O-])N1C(=CC=C1)C=O (1-[N-methyl-N-(3-nitro-4-pyridinyl)amino]pyrrole-2-carboxaldehyde). Run in O1CCCC1 (tetrahydrofuran), O1CCCC1 (tetrahydrofuran). Conditions: time 5 minute. Yields the product CN1N2C(C=NC3=C1C=CN=C3)=CC=C2 (5-methyl-5H-pyrido[3,4-f]pyrrolo[1,2-b][1,2,5]triazepine). Isolated yield 44.4%. RXN SMILES: Cl.[CH3:2][N:3]([N:13]1[CH:17]=[CH:16][CH:15]=[C:14]1[CH:18]=O)[C:4]1[CH:9]=[CH:8][N:7]=[CH:6][C:5]=1[N+:10]([O-])=O.[OH-].[Na+]>O1CCCC1>[CH3:2][N:3]1[C:4]2[CH:9]=[CH:8][N:7]=[CH:6][C:5]=2[N:10]=[CH:18][C:14]2=[CH:15][CH:16]=[CH:17][N:13]12 |f:2.3|. Procedure details: To cold, concentrated hydrochloric acid (200 ml) was added, in the following order, 100 g of stannous chloride dihydrate, 200 ml of tetrahydrofuran, and a solution of 28 g of 1-[N-methyl-N-(3-nitro-4-pyridinyl)amino]pyrrole-2-carboxaldehyde in 150 ml of tetrahydrofuran. Upon completion of the 1-[N-methyl-N-(3-nitro-4-pyridinyl)amino]pyrrole-2-carboxaldehyde addition, the reaction was poured into an aqueous solution of sodium hydroxide (200 g in 1 liter of water), stirred for five minutes, and th... Reactants: [OH-].[Na+] (sodium hydroxide), CN(C)CC(=O)N1CCC(CC1)C(=O)OCC (ethyl 1-(dimethylaminoacetyl)piperidine-4-carboxylate). Run in C(C)O (ethanol). Conditions: temperature 50 celsius, time 16 hour. Product: CN(C)CC(=O)N1CCC(CC1)C(=O)O (1-(dimethylaminoacetyl)piperidine-4-carboxylic acid). Isolated yield 105.6%. As a reaction SMILES: [OH-].[Na+].[CH3:3][N:4]([CH2:6][C:7]([N:9]1[CH2:14][CH2:13][CH:12]([C:15]([O:17]CC)=[O:16])[CH2:11][CH2:10]1)=[O:8])[CH3:5]>C(O)C>[CH3:5][N:4]([CH2:6][C:7]([N:9]1[CH2:14][CH2:13][CH:12]([C:15]([OH:17])=[O:16])[CH2:11][CH2:10]1)=[O:8])[CH3:3] |f:0.1|. Procedure: 25 cm3 of a 1 N aqueous sodium hydroxide solution are added, at 20° C., to 4.5 g of ethyl 1-(dimethylaminoacetyl)piperidine-4-carboxylate in solution in 50 cm3 of ethanol. After stirring for 16 hours at 50° C., the ethanol is removed under reduced pressure (2.7 kPa) and the residual aqueous phase is extracted with 50 cm3 of ethyl acetate. The aqueous phase is then brought to pH 6 by addition of 1 N hydrochloric acid, and is then concentrated to dyrness under reduced pressure (2.7 kPa). Twice, th...